Dataset: the Open Reaction Database (ORD), a public repository of structured organic reaction records. Task: describe an organic reaction: reactants, conditions, products, and yield Reactants: [OH-].[K+] (potassium hydroxide), CN(CC(CO)O)C (3-(dimethylamino)-1,2-propanediol), CS(=O)(=O)OCCCCCCCC\C=C/C\C=C/CCCCC (linoleyl methane sulfonate). Solvent: CC1CCCCC1 (methylcyclohexane). Reaction conditions: time 13 hour. Product: C(CCCCCCC\C=C/C\C=C/CCCCC)OC(C(C)OCCCCCCCC\C=C/C\C=C/CCCCC)N(C)C (1,2-dilinoleyloxy-N,N-dimethylaminopropane). Reaction SMILES: [OH-].[K+].[CH3:3][N:4]([CH3:10])[CH2:5][CH:6]([OH:9])[CH2:7]O.CS([O:15][CH2:16][CH2:17][CH2:18][CH2:19][CH2:20][CH2:21][CH2:22][CH2:23]/[CH:24]=[CH:25]\[CH2:26]/[CH:27]=[CH:28]\[CH2:29][CH2:30][CH2:31][CH2:32][CH3:33])(=O)=O>CC1CCCCC1>[CH2:16]([O:15][CH:5]([N:4]([CH3:10])[CH3:3])[CH:6]([O:9][CH2:16][CH2:17][CH2:18][CH2:19][CH2:20][CH2:21][CH2:22][CH2:23]/[CH:24]=[CH:25]\[CH2:26]/[CH:27]=[CH:28]\[CH2:29][CH2:30][CH2:31][CH2:32][CH3:33])[CH3:7])[CH2:17][CH2:18][CH2:19][CH2:20][CH2:21][CH2:22][CH2:23]/[CH:24]=[CH:25]\[CH2:26]/[CH:27]=[CH:28]\[CH2:29][CH2:30][CH2:31][CH2:32][CH3:33] |f:0.1|. Procedure: In a nitrogen atmosphere, methylcyclohexane (30 mL) and potassium hydroxide (3.1 g, 54.4 mmol) were added to a four-necked flask, and 3-(dimethylamino)-1,2-propanediol (0.72 g, 6.04 mmol: DAP) was dropped under agitation. Thereafter, linoleyl methane sulfonate (5.0 g, 14.5 mmol) was added, and agitation was performed at 40° C. for 13 hours. The reaction was terminated because remaining linoleyl methane sulfonate became 2.1% (degree of conversion: 68.0%, integrated value of isomer: 0.024). Starting materials: BrC1=CC=C(C=C1)C(CCCCN1CCC(CC1)C=1C=C(C=CC1)NC(C(C)C)=O)=O (N-(3-{1-[5-(4-bromophenyl)-5-oxopentyl]-4-piperidinyl]phenyl)-2-methylpropanamide), Cl.FC(OC1=CC=C(C=C1)NN)(F)F (4-(trifluoromethoxy)phenylhydrazine hydrochloride). The product is BrC1=CC=C(C=C1)C=1NC2=CC=C(C=C2C1CCCN1CCC(CC1)C=1C=C(C=CC1)NC(C(C)C)=O)OC(F)(F)F (N-[3-(1-{3-[2-(4-BROMOPHENYL)-5-(TRIFLUOROMETHOXY)-1H-INDOL-3-YL]PROPYL}-4-PIPERIDINYL)PHENYL]-2-METHYLPROPANAMIDE). Reaction SMILES: [Br:1][C:2]1[CH:7]=[CH:6][C:5]([C:8](=O)[CH2:9][CH2:10][CH2:11][CH2:12][N:13]2[CH2:18][CH2:17][CH:16]([C:19]3[CH:20]=[C:21]([NH:25][C:26](=[O:30])[CH:27]([CH3:29])[CH3:28])[CH:22]=[CH:23][CH:24]=3)[CH2:15][CH2:14]2)=[CH:4][CH:3]=1.Cl.[F:33][C:34]([F:45])([F:44])[O:35][C:36]1[CH:41]=[CH:40][C:39]([NH:42]N)=[CH:38][CH:37]=1>>[Br:1][C:2]1[CH:3]=[CH:4][C:5]([C:8]2[NH:42][C:39]3[C:40]([C:9]=2[CH2:10][CH2:11][CH2:12][N:13]2[CH2:18][CH2:17][CH:16]([C:19]4[CH:20]=[C:21]([NH:25][C:26](=[O:30])[CH:27]([CH3:28])[CH3:29])[CH:22]=[CH:23][CH:24]=4)[CH2:15][CH2:14]2)=[CH:41][C:36]([O:35][C:34]([F:45])([F:44])[F:33])=[CH:37][CH:38]=3)=[CH:6][CH:7]=1 |f:1.2|. Procedure: Prepared by Procedure E and Scheme M using N-(3-{1-[5-(4-bromophenyl)-5-oxopentyl]-4-piperidinyl]phenyl)-2-methylpropanamide and 4-(trifluoromethoxy)phenylhydrazine hydrochloride: ESMS m/e: 642 (M+H)+. Starting materials: C1(=CC=CC=C1)C(CC(=O)C1=CC=NC=C1)C1=CC=CC=C1 (3,3-diphenyl-1-pyridin-4-yl-propan-1-one), Cl.NO (hydroxylamine hydrochloride), C(=O)(O)[O-].[Na+] (NaHCO3). Product: C1(=CC=CC=C1)C(C\C(=N/O)\C1=CC=NC=C1)C1=CC=CC=C1 ((E)-3,3-Diphenyl-1-pyridin-4-yl-propan-1-one oxime). RXN SMILES: [C:1]1([CH:7]([C:17]2[CH:22]=[CH:21][CH:20]=[CH:19][CH:18]=2)[CH2:8][C:9]([C:11]2[CH:16]=[CH:15][N:14]=[CH:13][CH:12]=2)=O)[CH:6]=[CH:5][CH:4]=[CH:3][CH:2]=1.Cl.[NH2:24][OH:25].C([O-])(O)=O.[Na+]>>[C:1]1([CH:7]([C:17]2[CH:22]=[CH:21][CH:20]=[CH:19][CH:18]=2)[CH2:8]/[C:9](/[C:11]2[CH:16]=[CH:15][N:14]=[CH:13][CH:12]=2)=[N:24]\[OH:25])[CH:6]=[CH:5][CH:4]=[CH:3][CH:2]=1 |f:1.2,3.4|. Procedure details: In analogy to example 1, step 2, from 3,3-diphenyl-1-pyridin-4-yl-propan-1-one and hydroxylamine hydrochloride in the presence of NaHCO3 was prepared the title compound as a white solid, MS (ESI+): m/z=303.1 ([M+H]+). Starting materials: N#CC1=C(C#N)C(=O)C(Cl)=C(Cl)C1=O, ClCCl, O=S(=O)(Oc1ccc2ccccc2c1C1NC(c2ccccc2)Cc2ccccc21)C(F)(F)F. Yields the product O=S(=O)(Oc1ccc2ccccc2c1C1=NC(c2ccccc2)Cc2ccccc21)C(F)(F)F. Reaction SMILES: [Cl:1][C:2]1=[C:13]([Cl:14])[C:11](=[O:12])[C:8]([C:9]#[N:10])=[C:5]([C:6]#[N:7])[C:3]1=[O:4].[Cl:49][CH2:50][Cl:51].[F:15][C:16]([S:17](=[O:18])(=[O:19])[O:20][c:21]1[c:22]([CH:31]2[NH:32][CH:33]([c:41]3[cH:42][cH:43][cH:44][cH:45][cH:46]3)[CH2:34][c:35]3[cH:36][cH:37][cH:38][cH:39][c:40]32)[c:23]2[cH:24][cH:25][cH:26][cH:27][c:28]2[cH:29][cH:30]1)([F:47])[F:48]>>[F:15][C:16]([S:17](=[O:18])(=[O:19])[O:20][c:21]1[c:22]([C:31]2=[N:32][CH:33]([c:41]3[cH:42][cH:43][cH:44][cH:45][cH:46]3)[CH2:34][c:35]3[cH:36][cH:37][cH:38][cH:39][c:40]32)[c:23]2[cH:24][cH:25][cH:26][cH:27][c:28]2[cH:29][cH:30]1)([F:47])[F:48]. Starting materials: O=C(CCl)c1cn(-c2cccc(Br)c2)cn1, CC(C)=O, [K+], [K+], O=C([O-])[O-], Oc1cccnc1. The product is O=C(COc1cccnc1)c1cn(-c2cccc(Br)c2)cn1. RXN SMILES: [Br:1][c:2]1[cH:3][c:4](-[n:8]2[cH:9][n:10][c:11]([C:13]([CH2:14][Cl:15])=[O:16])[cH:12]2)[cH:5][cH:6][cH:7]1.[CH3:30][C:31](=[O:32])[CH3:33].[K+:24].[K+:25].[O-:26][C:27]([O-:28])=[O:29].[OH:17][c:18]1[cH:19][n:20][cH:21][cH:22][cH:23]1>>[Br:1][c:2]1[cH:3][c:4](-[n:8]2[cH:9][n:10][c:11]([C:13]([CH2:14][O:17][c:18]3[cH:19][n:20][cH:21][cH:22][cH:23]3)=[O:16])[cH:12]2)[cH:5][cH:6][cH:7]1.